From a dataset of the Open Reaction Database (ORD), a public repository of structured organic reaction records. describe an organic reaction: reactants, conditions, products, and yield Starting materials: C(C1=CC=CC=C1)(=O)Cl (benzoyl chloride), C[C@@]12[C@@H]([C@@H](C[C@@H](O1)N3C=4C=CC=CC4C5=C3C=6N2C=7C=CC=CC7C6C8=C5C(=O)NC8)NC)OC (staurosporine), C(C)(C)N(C(C)C)CC (N,N-diisopropylethylamine). Run in C(Cl)(Cl)Cl (chloroform), C(Cl)(Cl)Cl (chloroform). Conditions: time 10 minute. The product is CC12C(C(CC(O1)N3C4=CC=CC=C4C5=C6C(=C7C8=CC=CC=C8N2C7=C53)CNC6=O)N(C)C(=O)C9=CC=CC=C9)OC (N-benzoyl-staurosporine). As a reaction SMILES: [C:1](Cl)(=[O:8])[C:2]1[CH:7]=[CH:6][CH:5]=[CH:4][CH:3]=1.[CH3:10][C@:11]12[N:27]3[C:28]4[CH:29]=[CH:30][CH:31]=[CH:32][C:33]=4[C:34]4[C:35]5[CH2:40][NH:39][C:37](=[O:38])[C:36]=5[C:24]5=[C:25]([C:26]=43)[N:17]([C:18]3[CH:19]=[CH:20][CH:21]=[CH:22][C:23]=35)[C@H:15]([O:16]1)[CH2:14][C@@H:13]([NH:41][CH3:42])[C@H:12]2[O:43][CH3:44].C(N(CC)C(C)C)(C)C>C(Cl)(Cl)Cl>[CH3:10][C:11]12[N:27]3[C:26]4=[C:25]5[N:17]([C:18]6[C:23]([C:24]5=[C:36]5[C:37](=[O:38])[NH:39][CH2:40][C:35]5=[C:34]4[C:33]4[C:28]3=[CH:29][CH:30]=[CH:31][CH:32]=4)=[CH:22][CH:21]=[CH:20][CH:19]=6)[CH:15]([O:16]1)[CH2:14][CH:13]([N:41]([C:1]([C:2]1[CH:7]=[CH:6][CH:5]=[CH:4][CH:3]=1)=[O:8])[CH3:42])[CH:12]2[O:43][CH3:44]. Reported procedure: 0.035 ml (0.3 mmol) of benzoyl chloride is added at room temperature to a solution of 116.5 mg (0.25 mmol) of staurosporine and 0.065 ml (0.38 mmol) of N,N-diisopropylethylamine in 2 ml of chloroform and the whole is stirred for 10 minutes. The reaction mixture is diluted with chloroform, washed with sodium bicarbonate solution, dried over magnesium sulphate and concentrated by evaporation. The crude product is chromatographed on silica gel (eluant:methylene chloride/ethanol 30:1); m.p. 235°-247...